From a dataset of the Open Reaction Database (ORD), a public repository of structured organic reaction records. describe an organic reaction: reactants, conditions, products, and yield The yield is 89.4%. The product is O=C1N(C(C2=CC=CC=C12)=O)CC#N ((1,3-dioxo-1,3-dihydro-isoindol-2-yl)-acetonitrile). Starting materials: C1(NC(C2=CC=CC=C12)=O)=O (isoindole-1,3-dione), [H-].[Na+] (NaH), O (water), ClCC#N (chloro-acetonitrile). As a reaction SMILES: [C:1]1(=[O:11])[C:9]2[C:4](=[CH:5][CH:6]=[CH:7][CH:8]=2)[C:3](=[O:10])[NH:2]1.[H-].[Na+].Cl[CH2:15][C:16]#[N:17].O>CN(C=O)C>[O:11]=[C:1]1[C:9]2[C:4](=[CH:5][CH:6]=[CH:7][CH:8]=2)[C:3](=[O:10])[N:2]1[CH2:15][C:16]#[N:17] |f:1.2|. Solvent: CN(C)C=O (DMF). Procedure details: 32 g (0.217 mol) of isoindole-1,3-dione in 160 mL of DMF were treated with 11.75 g (0.294 mol, 1.35 eq) of NaH (60% in oil) over 45 min at 0° C. 22.17 g (0.294 mol, 1.35 eq) of chloro-acetonitrile were added, and the reaction was stirred over night. The reaction mixture was poured into 1.5 L of water, and the precipitate was collected by filtration, washed with Et2O and dried under high vacuum to afford 36.1 g (89%) of (1,3-dioxo-1,3-dihydro-isoindol-2-yl)-acetonitrile as a white solid, MS: 187 ... Reactants: CO, Cl, COC(=O)CC(c1ccccc1)c1ccc2c(cnn2-c2ccc(F)cc2)c1, [Na+], [OH-], O. Product: O=C(O)CC(c1ccccc1)c1ccc2c(cnn2-c2ccc(F)cc2)c1. Reaction SMILES: [CH3:32][OH:33].[ClH:31].[F:1][c:2]1[cH:3][cH:4][c:5](-[n:8]2[n:9][cH:10][c:11]3[cH:12][c:13]([CH:17]([CH2:18][C:19](=[O:20])[O:21][CH3:22])[c:23]4[cH:24][cH:25][cH:26][cH:27][cH:28]4)[cH:14][cH:15][c:16]23)[cH:6][cH:7]1.[Na+:30].[OH-:29].[OH2:34]>>[F:1][c:2]1[cH:3][cH:4][c:5](-[n:8]2[n:9][cH:10][c:11]3[cH:12][c:13]([CH:17]([CH2:18][C:19](=[O:20])[OH:21])[c:23]4[cH:24][cH:25][cH:26][cH:27][cH:28]4)[cH:14][cH:15][c:16]23)[cH:6][cH:7]1. The reactants are BrC(C(=O)C1=CC=C(C=C1)C1(CCC1)NC(OC(C)(C)C)=O)C1=CC=CC=C1 (tert-butyl (1-{4-[bromo(phenyl)acetyl]phenyl}cyclobutyl)carbamate), NC=1N=CC(=NC1OC)C(=O)OC (Methyl 5-amino-6-methoxypyrazine-2-carboxylate), O (water). Run in C(C)O (ethanol), ClCCl (dichloromethane). Yields the product C(C)(C)(C)OC(=O)NC1(CCC1)C1=CC=C(C=C1)C=1N=C2N(C=C(N=C2OC)C(=O)OC)C1C1=CC=CC=C1 (Methyl 2-(4-{1-[(tert-butoxycarbonyl)amino]cyclobutyl}phenyl)-8-methoxy-3-phenylimidazo[1,2-a]pyrazine-6-carboxylate). RXN SMILES: Br[CH:2]([C:23]1[CH:28]=[CH:27][CH:26]=[CH:25][CH:24]=1)[C:3]([C:5]1[CH:10]=[CH:9][C:8]([C:11]2([NH:15][C:16](=[O:22])[O:17][C:18]([CH3:21])([CH3:20])[CH3:19])[CH2:14][CH2:13][CH2:12]2)=[CH:7][CH:6]=1)=O.[NH2:29][C:30]1[N:31]=[CH:32][C:33]([C:38]([O:40][CH3:41])=[O:39])=[N:34][C:35]=1[O:36][CH3:37].O>C(O)C.ClCCl>[C:18]([O:17][C:16]([NH:15][C:11]1([C:8]2[CH:9]=[CH:10][C:5]([C:3]3[N:29]=[C:30]4[C:35]([O:36][CH3:37])=[N:34][C:33]([C:38]([O:40][CH3:41])=[O:39])=[CH:32][N:31]4[C:2]=3[C:23]3[CH:24]=[CH:25][CH:26]=[CH:27][CH:28]=3)=[CH:6][CH:7]=2)[CH2:14][CH2:13][CH2:12]1)=[O:22])([CH3:21])([CH3:19])[CH3:20]. Reported procedure: A mixture of crude tert-butyl (1-{4-[bromo(phenyl)acetyl]phenyl}cyclobutyl)carbamate [Int-1-A] (715 mg, 1.45 mmol, 1.0 eq), methyl 5-amino-6-methoxypyrazine-2-carboxylate (265 mg, 1.45 mmol, 1 eq.; see step 1) were dissolved in ethanol. The reaction vessel was equipped with a Dean-Stark trap containing 4 Å molsieves and then the reaction mixture refluxed for 17 h. The reaction mixture was diluted with 20 mL dichloromethane and treated with water. The organic phase was washed with 1 N hydrochlori... The reactants are ClCCl, O=[Cr](=O)([O-])O[Cr](=O)(=O)[O-], OCC1=Cc2sc(COc3ccc(-c4ccccc4)c(C(F)(F)F)c3)cc2CC1, c1cc[nH+]cc1, c1cc[nH+]cc1. Product: O=CC1=Cc2sc(COc3ccc(-c4ccccc4)c(C(F)(F)F)c3)cc2CC1. Reaction SMILES: [Cl:51][CH2:52][Cl:53].[Cr:30]([O:31][Cr:32]([O-:33])(=[O:34])=[O:35])([O-:36])(=[O:37])=[O:38].[F:1][C:2]([c:3]1[c:4](-[c:22]2[cH:23][cH:24][cH:25][cH:26][cH:27]2)[cH:5][cH:6][c:7]([O:9][CH2:10][c:11]2[s:12][c:13]3[c:14]([cH:15]2)[CH2:16][CH2:17][C:18]([CH2:20][OH:21])=[CH:19]3)[cH:8]1)([F:28])[F:29].[nH+:39]1[cH:40][cH:41][cH:42][cH:43][cH:44]1.[nH+:45]1[cH:46][cH:47][cH:48][cH:49][cH:50]1>>[F:1][C:2]([c:3]1[c:4](-[c:22]2[cH:23][cH:24][cH:25][cH:26][cH:27]2)[cH:5][cH:6][c:7]([O:9][CH2:10][c:11]2[s:12][c:13]3[c:14]([cH:15]2)[CH2:16][CH2:17][C:18]([CH:20]=[O:21])=[CH:19]3)[cH:8]1)([F:28])[F:29]. Starting materials: N1C=CC2=CC(=CC=C12)NC(C(C)C)=O (N-(1H-indol-5-yl)isobutyramide), C(C)(C)(C)OC(=O)N1CCC(CC1)COC=1C=NC(=CC1)Cl (tert-butyl-4-(((6-chloropyridin-3-yl)oxy)methyl)piperidine-1-carboxylate), N1C=CC2=CC(=CC=C12)NC(C(C)C)=O (N-(1H-indol-5-yl)isobutyramide), C(C)(C)(C)OC(=O)N1CCC(CC1)COC=1C=NC(=CC1)Cl (tert-butyl-4-(((6-chloropyridin-3-yl)oxy)methyl)piperidine-1-carboxylate). The product is C(C)(C)(C)OC(=O)N1CCC(CC1)COC=1C=NC(=CC1)N1C=CC2=CC(=CC=C12)NC(C(C)C)=O (tert-Butyl-4-(((6-(5-isobutyramido-1H-indol-1-yl)pyridin-3-yl)oxy)-methyl)piperidine-1-carboxylate). Reaction SMILES: [NH:1]1[C:9]2[C:4](=[CH:5][C:6]([NH:10][C:11](=[O:15])[CH:12]([CH3:14])[CH3:13])=[CH:7][CH:8]=2)[CH:3]=[CH:2]1.[C:16]([O:20][C:21]([N:23]1[CH2:28][CH2:27][CH:26]([CH2:29][O:30][C:31]2[CH:32]=[N:33][C:34](Cl)=[CH:35][CH:36]=2)[CH2:25][CH2:24]1)=[O:22])([CH3:19])([CH3:18])[CH3:17]>>[C:16]([O:20][C:21]([N:23]1[CH2:28][CH2:27][CH:26]([CH2:29][O:30][C:31]2[CH:32]=[N:33][C:34]([N:1]3[C:9]4[C:4](=[CH:5][C:6]([NH:10][C:11](=[O:15])[CH:12]([CH3:13])[CH3:14])=[CH:7][CH:8]=4)[CH:3]=[CH:2]3)=[CH:35][CH:36]=2)[CH2:25][CH2:24]1)=[O:22])([CH3:19])([CH3:17])[CH3:18]. Reported procedure: The title compound was prepared by following the similar procedure as described in Example-1 using N-(1H-indol-5-yl)isobutyramide (intermediate 10) and tert-butyl 4-(((6-chloropyridin-3-yl)oxy)methyl)piperidine-1-carboxylate (intermediate 29).